From a dataset of the Open Reaction Database (ORD), a public repository of structured organic reaction records. describe an organic reaction: reactants, conditions, products, and yield The reactants are COC(=O)C=1C(=CC=CC1Cl)C1=CC(=C(C=C1)[C@@H](C)NC(=O)C1(COC1)N)F (4′-{(R)-1-[(3-Amino-oxetane-3-carbonyl)-amino]-ethyl}-3-chloro-3′-fluoro-biphenyl-2-carboxylic acid methyl ester), FC(CC(=O)O)(F)F (3,3,3-trifluoropropionic acid). Yields the product COC(=O)C=1C(=CC=CC1Cl)C1=CC(=C(C=C1)[C@@H](C)NC(=O)C1(COC1)NC(CC(F)(F)F)=O)F (3-Chloro-3′-fluoro-4′-((R)-1-{[3-(3,3,3-trifluoro-propionylamino)-oxetane-3-carbonyl]-amino}-ethyl)-biphenyl-2-carboxylic acid methyl ester). As a reaction SMILES: [CH3:1][O:2][C:3]([C:5]1[C:6]([C:12]2[CH:17]=[CH:16][C:15]([C@H:18]([NH:20][C:21]([C:23]3([NH2:27])[CH2:26][O:25][CH2:24]3)=[O:22])[CH3:19])=[C:14]([F:28])[CH:13]=2)=[CH:7][CH:8]=[CH:9][C:10]=1[Cl:11])=[O:4].[F:29][C:30]([F:36])([F:35])[CH2:31][C:32](O)=[O:33]>>[CH3:1][O:2][C:3]([C:5]1[C:6]([C:12]2[CH:17]=[CH:16][C:15]([C@H:18]([NH:20][C:21]([C:23]3([NH:27][C:32](=[O:33])[CH2:31][C:30]([F:36])([F:35])[F:29])[CH2:24][O:25][CH2:26]3)=[O:22])[CH3:19])=[C:14]([F:28])[CH:13]=2)=[CH:7][CH:8]=[CH:9][C:10]=1[Cl:11])=[O:4]. Reported procedure: The title compound was prepared in analogy to example 1 using intermediate 4 instead of intermediate 1 and 3,3,3-trifluoropropionic acid instead of 3-fluoro-5-(trifluoromethyl)benzoic acid and was obtained as white solid. 515.2 [M−H]−.